From a dataset of the Open Reaction Database (ORD), a public repository of structured organic reaction records. describe an organic reaction: reactants, conditions, products, and yield Starting materials: CCCO, CS(=O)(=O)O, Cc1ccccc1, O=Cc1ccccc1, CC(C)N(C(N)=O)c1ccc2c(c1)OCO2. The product is CC(C)N1C(=O)NC(c2ccccc2)c2cc3c(cc21)OCO3. RXN SMILES: [CH2:37]([OH:38])[CH2:39][CH3:40].[CH3:25][S:26](=[O:27])(=[O:28])[OH:29].[CH3:30][c:31]1[cH:32][cH:33][cH:34][cH:35][cH:36]1.[CH:17](=[O:18])[c:19]1[cH:20][cH:21][cH:22][cH:23][cH:24]1.[CH:1]([CH3:2])([CH3:3])[N:4]([C:5](=[O:6])[NH2:7])[c:8]1[cH:9][c:10]2[c:11]([cH:12][cH:13]1)[O:14][CH2:15][O:16]2>>[CH:1]([CH3:2])([CH3:3])[N:4]1[C:5](=[O:6])[NH:7][CH:17]([c:19]2[cH:20][cH:21][cH:22][cH:23][cH:24]2)[c:13]2[c:8]1[cH:9][c:10]1[c:11]([cH:12]2)[O:14][CH2:15][O:16]1. The reactants are CNC, O=C(Cl)Cl, CCOc1cc(C(C)(C)C)ncc1C1=NC(C)(c2ccc(Cl)cc2)C(C)(c2ccc(Cl)cc2)N1C(=O)N1CCC(N)CC1. The product is CCOc1cc(C(C)(C)C)ncc1C1=NC(C)(c2ccc(Cl)cc2)C(C)(c2ccc(Cl)cc2)N1C(=O)N1CCC(NC(=O)N(C)C)CC1. Reaction SMILES: [CH3:48][NH:49][CH3:50].[Cl:44][C:45]([Cl:46])=[O:47].[NH2:1][CH:2]1[CH2:3][CH2:4][N:5]([C:8](=[O:9])[N:10]2[C:11]([c:31]3[cH:32][n:33][c:34]([C:40]([CH3:41])([CH3:42])[CH3:43])[cH:35][c:36]3[O:37][CH2:38][CH3:39])=[N:12][C:13]([CH3:23])([c:24]3[cH:25][cH:26][c:27]([Cl:30])[cH:28][cH:29]3)[C:14]2([CH3:15])[c:16]2[cH:17][cH:18][c:19]([Cl:22])[cH:20][cH:21]2)[CH2:6][CH2:7]1>>[NH:1]([CH:2]1[CH2:3][CH2:4][N:5]([C:8](=[O:9])[N:10]2[C:11]([c:31]3[cH:32][n:33][c:34]([C:40]([CH3:41])([CH3:42])[CH3:43])[cH:35][c:36]3[O:37][CH2:38][CH3:39])=[N:12][C:13]([CH3:23])([c:24]3[cH:25][cH:26][c:27]([Cl:30])[cH:28][cH:29]3)[C:14]2([CH3:15])[c:16]2[cH:17][cH:18][c:19]([Cl:22])[cH:20][cH:21]2)[CH2:6][CH2:7]1)[C:45](=[O:47])[N:49]([CH3:48])[CH3:50]. The reactants are Cc1cccc2cc(CO)c(-c3ccccc3F)nc12, O=S(Cl)Cl. Yields the product Cc1cccc2cc(CCl)c(-c3ccccc3F)nc12. Reaction SMILES: [F:1][c:2]1[c:3](-[c:8]2[n:9][c:10]3[c:11]([CH3:20])[cH:12][cH:13][cH:14][c:15]3[cH:16][c:17]2[CH2:18][OH:19])[cH:4][cH:5][cH:6][cH:7]1.[S:21]([Cl:22])([Cl:23])=[O:24]>>[F:1][c:2]1[c:3](-[c:8]2[n:9][c:10]3[c:11]([CH3:20])[cH:12][cH:13][cH:14][c:15]3[cH:16][c:17]2[CH2:18][Cl:23])[cH:4][cH:5][cH:6][cH:7]1. The reactants are CCOc1ncc(C)c2c1C(c1ccc(C#N)cc1OC)C(C(=O)OCCC#N)=C(C)N2, CCOCC, COCCOC, Cl, [Na+], [OH-], O. Product: CCOc1ncc(C)c2c1C(c1ccc(C#N)cc1OC)C(C(=O)O)=C(C)N2. As a reaction SMILES: [C:1](#[N:2])[c:3]1[cH:4][c:5]([O:31][CH3:32])[c:6]([CH:9]2[C:10]([C:24](=[O:25])[O:26][CH2:27][CH2:28][C:29]#[N:30])=[C:11]([CH3:23])[NH:12][c:13]3[c:14]([CH3:22])[cH:15][n:16][c:17]([O:19][CH2:20][CH3:21])[c:18]32)[cH:7][cH:8]1.[CH3:35][CH2:36][O:37][CH2:38][CH3:39].[CH3:42][O:43][CH2:44][CH2:45][O:46][CH3:47].[ClH:40].[Na+:34].[OH-:33].[OH2:41]>>[C:1](#[N:2])[c:3]1[cH:4][c:5]([O:31][CH3:32])[c:6]([CH:9]2[C:10]([C:24](=[O:25])[OH:26])=[C:11]([CH3:23])[NH:12][c:13]3[c:14]([CH3:22])[cH:15][n:16][c:17]([O:19][CH2:20][CH3:21])[c:18]32)[cH:7][cH:8]1. The reactants are ClC1=C(C=CC=C1)NNC(C1=C(C=CC=C1)F)=O (2-fluorobenzoic acid, 2-(2-chlorophenyl)hydrazide), C1(=CC=CC=C1)P(C1=CC=CC=C1)C1=CC=CC=C1 (triphenylphosphine), C(C)#N (acetonitrile), C(Cl)(Cl)(Cl)Cl (carbon tetrachloride). Reaction conditions: time 16 hour. Product: ClC(C1=C(C=CC=C1)F)=O (α-chloro-2-fluorobenzaldehyde). Reaction SMILES: ClC1C=CC=CC=1NN[C:10](=[O:18])[C:11]1[CH:16]=[CH:15][CH:14]=[CH:13][C:12]=1[F:17].C1(P(C2C=CC=CC=2)C2C=CC=CC=2)C=CC=CC=1.C(#N)C.C(Cl)(Cl)(Cl)[Cl:42]>>[Cl:42][C:10](=[O:18])[C:11]1[CH:16]=[CH:15][CH:14]=[CH:13][C:12]=1[F:17]. Procedure: A mixture of 5.2 g of 2-fluorobenzoic acid, 2-(2-chlorophenyl)hydrazide, 64.3 g of triphenylphosphine, 500 ml of anhydrous acetonitrile and 19.3 ml of carbon tetrachloride was stirred at ambient temperature for 16 hours, concentrated in vacuo, and extracted with diethyl ether (4×200 ml). The extract was filtered and concentrated to an oil which, was flash chromatographed on silica utilizing hexane/ethyl acetate (25%) as the eluent. Concentration of the appropriate fractions yielded 47.5 g of α-c... Reactants: C(C)OC(C(C(=O)OCC)=CNC1=CC=NN1CC)=O ([[(1-Ethyl-5-pyrazolyl)amino]methylene]malonic acid diethyl ester), C1(=CC=CC=C1)OC1=CC=CC=C1 (diphenyl ether). Run in C(C)O (ethanol). The product is C(C)OC(=O)C=1C(=C2C(=NC1)N(N=C2)CC)O (1-ethyl-4-hydroxy-1H-pyrazolo[3,4-b]pyridine-5-carboxylic acid ethyl ester). As a reaction SMILES: C(O[C:4](=[O:20])[C:5](=[CH:11][NH:12][C:13]1[N:17]([CH2:18][CH3:19])[N:16]=[CH:15][CH:14]=1)[C:6]([O:8][CH2:9][CH3:10])=[O:7])C.C1(OC2C=CC=CC=2)C=CC=CC=1>C(O)C>[CH2:9]([O:8][C:6]([C:5]1[C:4]([OH:20])=[C:14]2[CH:15]=[N:16][N:17]([CH2:18][CH3:19])[C:13]2=[N:12][CH:11]=1)=[O:7])[CH3:10]. Procedure: 253 g. of [[(1-Ethyl-5-pyrazolyl)amino]methylene]malonic acid diethyl ester (0.09 mol.) are dissolved in 770 g. of diphenyl ether. The reaction mixture is heated to 235°-250° (bath temperature) and allowed to react at this temperature for 1-2 hours while the resulting ethanol is continuously distilled off. The last amount of alcohol is removed by means of a water aspirator. The diphenyl ether is separated by distillation with a fractionating column in vacuo. The 1-ethyl-4-hydroxy-1H-pyrazolo[3,4... Starting materials: CC(=O)[O-], CC(=O)O, CCOC(C)=O, [Na+], CC(Cl)OC(=O)N1c2ccccc2Sc2cc(O)c3ccccc3c21. The product is CC(=O)OC(C)OC(=O)N1c2ccccc2Sc2cc(O)c3ccccc3c21. As a reaction SMILES: [CH3:27][C:28]([O-:29])=[O:30].[CH3:31][C:32](=[O:33])[OH:34].[CH3:35][CH2:36][O:37][C:38](=[O:39])[CH3:40].[Na+:26].[OH:1][c:2]1[c:3]2[c:4]([c:5]3[c:14]([cH:15]1)[S:13][c:12]1[c:7]([cH:8][cH:9][cH:10][cH:11]1)[N:6]3[C:16](=[O:17])[O:18][CH:19]([CH3:20])[Cl:21])[cH:22][cH:23][cH:24][cH:25]2>>[OH:1][c:2]1[c:3]2[c:4]([c:5]3[c:14]([cH:15]1)[S:13][c:12]1[c:7]([cH:8][cH:9][cH:10][cH:11]1)[N:6]3[C:16](=[O:17])[O:18][CH:19]([CH3:20])[O:30][C:28]([CH3:27])=[O:29])[cH:22][cH:23][cH:24][cH:25]2.